Dataset: the Open Reaction Database (ORD), a public repository of structured organic reaction records. Task: describe an organic reaction: reactants, conditions, products, and yield Starting materials: C1CCOC1, CC(C)(C)[O-], CC(C)C(CO)N(C(=O)Nc1ccccc1C(F)(F)F)C1CC1, [Na+], Cc1ccc(S(=O)(=O)Cl)cc1. Yields the product CC(C)C1CN(c2ccccc2C(F)(F)F)C(=O)N1C1CC1. RXN SMILES: [CH2:41]1[O:42][CH2:43][CH2:44][CH2:45]1.[CH3:1][C:2]([CH3:3])([O-:4])[CH3:5].[CH:7]1([N:10]([C:11](=[O:12])[NH:13][c:14]2[c:15]([C:20]([F:21])([F:22])[F:23])[cH:16][cH:17][cH:18][cH:19]2)[CH:24]([CH:25]([CH3:26])[CH3:27])[CH2:28][OH:29])[CH2:8][CH2:9]1.[Na+:6].[c:30]1([CH3:31])[cH:32][cH:33][c:34]([S:35]([Cl:36])(=[O:37])=[O:38])[cH:39][cH:40]1>>[CH:7]1([N:10]2[C:11](=[O:12])[N:13]([c:14]3[c:15]([C:20]([F:21])([F:22])[F:23])[cH:16][cH:17][cH:18][cH:19]3)[CH2:28][CH:24]2[CH:25]([CH3:26])[CH3:27])[CH2:8][CH2:9]1. Yields the product N1C=C(C2=CC=CC=C12)C=1C(NC(C1C1=CN2C(CCC3=CC=CC1=C23)CO)=O)=O (3-(1H-indol-3-yl)-4-(4-hydroxymethyl-5,6-dihydro-4H-pyrrolo[3,2,1-ij]quinolin-1-yl)pyrrole-2,5-dione). The reactants are COC(C(=O)C1=CN2C(CCC3=CC=CC1=C23)CO)=O ((4-hydroxymethyl-5,6-dihydro-4H-pyrrolo[3,2,1-ij]quinolin-1-yl)oxoacetic acid methyl ester), N1C=C(C2=CC=CC=C12)CC(=O)N ((1H-indol-3-yl)acetamide). Reported procedure: Beginning with (4-hydroxymethyl-5,6-dihydro-4H-pyrrolo[3,2,1-ij]quinolin-1-yl)oxoacetic acid methyl ester and (1H-indol-3-yl)acetamide, the title compound was prepared essentially as described in Example 1. As a reaction SMILES: CO[C:3](=[O:20])[C:4]([C:6]1[C:16]2=[C:17]3[C:12](=[CH:13][CH:14]=[CH:15]2)[CH2:11][CH2:10][CH:9]([CH2:18][OH:19])[N:8]3[CH:7]=1)=O.[NH:21]1[C:29]2[C:24](=[CH:25][CH:26]=[CH:27][CH:28]=2)[C:23]([CH2:30][C:31]([NH2:33])=[O:32])=[CH:22]1>>[NH:21]1[C:29]2[C:24](=[CH:25][CH:26]=[CH:27][CH:28]=2)[C:23]([C:30]2[C:31](=[O:32])[NH:33][C:3](=[O:20])[C:4]=2[C:6]2[C:16]3=[C:17]4[C:12](=[CH:13][CH:14]=[CH:15]3)[CH2:11][CH2:10][CH:9]([CH2:18][OH:19])[N:8]4[CH:7]=2)=[CH:22]1. Starting materials: FC(C(=O)NC1=C(C=CC(=C1)OC)C)(F)F (2,2,2-Trifluoro-N-(5-methoxy-2-methylphenyl)acetamide), S(=O)(=O)(Cl)Cl (sulfuryl chloride), O (water). The solvent is C(Cl)(Cl)Cl (chloroform). Reaction conditions: time 8 hour. The product is ClC1=CC(=C(C=C1OC)NC(C(F)(F)F)=O)C (N-(4-Chloro-5-methoxy-2-methylphenyl)-2,2,2-trifluoroacetamide). As a reaction SMILES: [F:1][C:2]([F:16])([F:15])[C:3]([NH:5][C:6]1[CH:11]=[C:10]([O:12][CH3:13])[CH:9]=[CH:8][C:7]=1[CH3:14])=[O:4].S(Cl)([Cl:20])(=O)=O.O>C(Cl)(Cl)Cl>[Cl:20][C:9]1[C:10]([O:12][CH3:13])=[CH:11][C:6]([NH:5][C:3](=[O:4])[C:2]([F:15])([F:16])[F:1])=[C:7]([CH3:14])[CH:8]=1. Procedure details: To a solution of 2,2,2-Trifluoro-N-(5-methoxy-2-methylphenyl)acetamide (8.16 g) in chloroform (35 mL) was added sulfuryl chloride (3.12 mL) under ice-cooling, and the mixture was stirred overnight. To the reaction mixture was added water, followed by extraction with ethyl acetate. The organic layer was washed with water and saturated brine successively, dried over anhydrous magnesium sulfate, and then concentrated under reduced pressure. To the residue was added hexane, and the mixture was stirr... Reaction SMILES: C1(C)C=CC(S(O)(=O)=O)=CC=1.S(=O)(=O)(O)O.[C:17]([OH:30])(=[O:29])/[CH:18]=[CH:19]/[C:20]1[CH:28]=[CH:27][C:24]([O:25][CH3:26])=[C:22]([OH:23])[CH:21]=1.[C:31]1([CH:38]=[CH:37][CH:36]=[C:34](O)[CH:33]=1)[OH:32]>O1CCOCC1>[OH:32][C:31]1[CH:38]=[C:37]2[C:36]([C@@H:19]([C:20]3[CH:28]=[CH:27][C:24]([O:25][CH3:26])=[C:22]([OH:23])[CH:21]=3)[CH2:18][C:17](=[O:30])[O:29]2)=[CH:34][CH:33]=1. Starting materials: C1(=CC=C(C=C1)S(=O)(=O)O)C (para-toluenesulfonic acid), S(O)(O)(=O)=O (sulfuric acid), C(\C=C\C1=CC(O)=C(OC)C=C1)(=O)O (isoferulic acid), C1(O)=CC(O)=CC=C1 (resorcinol), S(O)(O)(=O)=O (sulfuric acid). Run in O1CCOCC1 (1,4-dioxane). Procedure: 0.5 g para-toluenesulfonic acid and 1.5 ml concentrated sulfuric acid were added to a mixture of 50 mmol isoferulic acid and 75 mmol resorcinol in 75 ml of 1,4-dioxane and heated under reflux for 14 hours. As the reaction was not completed at this time point according to LC-MS, a further 1.5 ml of concentrated sulfuric acid was added and the mixture was heated for a further 10 hours. Then a large part of the solvent was removed in a rotary evaporator and the product mixture was taken up in 200 m... The product is OC1=CC=C2[C@H](CC(OC2=C1)=O)C1=CC(=C(C=C1)OC)O ((4R)-7-hydroxy-4-(3-hydroxy-4-methoxyphenyl)chroman-2-one).